From a dataset of the Open Reaction Database (ORD), a public repository of structured organic reaction records. describe an organic reaction: reactants, conditions, products, and yield Starting materials: CCOC(=O)C1(Cc2ccccc2)CCN(Cc2ccccc2)C1, CO, [Na+], [OH-]. Yields the product O=C(O)C1(Cc2ccccc2)CCN(Cc2ccccc2)C1. As a reaction SMILES: [CH2:1]([CH3:2])[O:3][C:4](=[O:5])[C:6]1([CH2:18][c:19]2[cH:20][cH:21][cH:22][cH:23][cH:24]2)[CH2:7][N:8]([CH2:11][c:12]2[cH:13][cH:14][cH:15][cH:16][cH:17]2)[CH2:9][CH2:10]1.[CH3:27][OH:28].[Na+:26].[OH-:25]>>[O:3]=[C:4]([OH:5])[C:6]1([CH2:18][c:19]2[cH:20][cH:21][cH:22][cH:23][cH:24]2)[CH2:7][N:8]([CH2:11][c:12]2[cH:13][cH:14][cH:15][cH:16][cH:17]2)[CH2:9][CH2:10]1. Reactants: N[C@H](CCCN)C(=O)O (D-ornithine), CC(C)S[C@H]1[C@@H]([C@H]([C@H]([C@H](O1)CO)O)O)O (IPTG), O=C[C@@H](O)[C@H](O)[C@H](O)CO (arabinose), NC(=O)N (urea), SCCO (β-mercaptoethanol), C(C(CO)(CO)N)O.Cl (Tris HCl), C(C(CO)(CO)N)O.Cl (Tris HCl), C(C(CO)(CO)N)O.Cl (Tris HCl), CCCCCCCCCCCCOS(=O)(=O)[O-].[Na+] (SDS). Run at temperature 4 celsius, time 16 hour. Yields the product N[C@@H](CCCCNC([C@H]1[C@H](C)CC=N1)=O)C(=O)O (Pyrrolysine). As a reaction SMILES: [NH2:1][C@@H:2]([C:7]([OH:9])=[O:8])[CH2:3][CH2:4][CH2:5]N.CC(S[C@@H:14]1O[C@H](CO)[C@H:17](O)[C@H:16](O)[C@H:15]1O)C.O=C[C@H]([C@@H]([C@@H](CO)O)O)O.[NH2:35][C:36](N)=O.S[CH2:40][CH2:41][OH:42].CCCCCCCCCCCCOS([O-])(=O)=O.[Na+].C(O)C([NH2:67])(CO)CO.Cl>>[NH2:1][C@H:2]([C:7]([OH:9])=[O:8])[CH2:3][CH2:4][CH2:5][CH2:36][NH:35][C:41](=[O:42])[C@@H:40]1[N:67]=[CH:17][CH2:16][C@H:15]1[CH3:14] |f:5.6,7.8|. Procedure details: coli BL21(DE3) cells were co-transformed with pAra-pylSTBCD and the respective mutant mEGF Tyr10TAG and Tyr29TAG genes on a pET22b plasmid vector. Both constructs were expressed in the presence of 5 mM D-ornithine in TB medium at 37° C. with addition of 1 mM IPTG and 0.2% (w/v) arabinose when the OD600 reached 0.5. The temperature was then reduced to 30° C., and cells were harvested 16 hours after induction. The cell pellet was resuspended in 20 mL of 20 mM Tris/HCl (pH 8.5) and sonicated for 5 ...